Dataset: the Open Reaction Database (ORD), a public repository of structured organic reaction records. Task: describe an organic reaction: reactants, conditions, products, and yield Starting materials: (+)-2,3-O-isopropyliden-2,3-dihydroxy-1,4-bis(diphenylphosphyno)butane, dichloro-bis-[(1,3)-cyclooctadiene]-dirhodium(I), FC=1C=CC2=C(C(C=C(O2)C(=O)O)=O)C1 (6-Fluoro-4-oxo-4H-1-benzopyran-2-carboxylic acid). The reagents and catalysts are [Rh] (rhodium). The solvent is C1=CC=CC=C1 (benzene), CO (methanol), C1=CC=CC=C1 (benzene). Run at time 15 minute. Product: FC=1C=CC2=C(C(CC(O2)C(=O)O)=O)C1 ((+)-6-fluoro-3,4-dihydro-4-oxo-2H-1-benzopyran-2-carboxylic acid). As a reaction SMILES: [F:1][C:2]1[CH:3]=[CH:4][C:5]2[O:10][C:9]([C:11]([OH:13])=[O:12])=[CH:8][C:7](=[O:14])[C:6]=2[CH:15]=1>C1C=CC=CC=1.[Rh].CO>[F:1][C:2]1[CH:3]=[CH:4][C:5]2[O:10][CH:9]([C:11]([OH:13])=[O:12])[CH2:8][C:7](=[O:14])[C:6]=2[CH:15]=1. Procedure details: (+)-2,3-O-isopropyliden-2,3-dihydroxy-1,4-bis(diphenylphosphyno)butane (120 mg, 0.0240 mmol) was added to a solution of dichloro-bis-[(1,3)-cyclooctadiene]-dirhodium(I) (59.2 mg, 0.0120 mmol) in dry benzene (0.5 ml) under argon atomosphere and the mixture was stirred for 15 minutes to prepare an optical active rhodium catalyst. The benzene solution (catalyst) was added to a suspension of 6-fluoro-4-oxo-4H-1-benzopyran-2-carboxylic acid (1.00 g, 4.80 mmol, obtained in Example 5) in methanol (30 m... Starting materials: COc1cc(CNC(C)=O)c(Br)cc1OC(C)=O, Cl, C1COCCO1. The product is COc1cc(CNC(C)=O)c(Br)cc1O. RXN SMILES: [Br:2][c:3]1[c:4]([CH2:5][NH:6][C:7]([CH3:8])=[O:9])[cH:10][c:11]([O:18][CH3:19])[c:12]([O:14][C:15](=[O:16])[CH3:17])[cH:13]1.[ClH:1].[O:20]1[CH2:21][CH2:22][O:23][CH2:24][CH2:25]1>>[Br:2][c:3]1[c:4]([CH2:5][NH:6][C:7]([CH3:8])=[O:9])[cH:10][c:11]([O:18][CH3:19])[c:12]([OH:14])[cH:13]1. The reactants are C(C)OC(=O)C=1C=NN(C1)C1=NC2=C(N1COCCOC)C=C(C(=C2)C(F)(F)F)S(=O)CC (1-[1-(2-methoxy-ethoxymethyl)-6-ethylsulfinyl-5-trifluoromethyl-1H-benzoimidazol-2-yl]-1H-pyrazole-4-carboxylic acid ethyl ester), Cl (HCl). The solvent is C(C)O (ethanol), O1CCOCC1 (dioxane). Conditions: temperature 23 celsius, time 2 hour. Yields the product C(C)OC(=O)C=1C=NN(C1)C1=NC2=C(N1)C=C(C(=C2)Cl)S(=O)CC (1-(5-Chloro-6-ethanesulfinyl-1H-benzoimidazol-2-yl)-1H-pyrazole-4-carboxylic acid ethyl ester). The yield is 67.0%. RXN SMILES: [CH2:1]([O:3][C:4]([C:6]1[CH:7]=[N:8][N:9]([C:11]2[N:15](COCCOC)[C:14]3[CH:22]=[C:23]([S:30]([CH2:32][CH3:33])=[O:31])[C:24](C(F)(F)F)=[CH:25][C:13]=3[N:12]=2)[CH:10]=1)=[O:5])[CH3:2].[ClH:34]>C(O)C.O1CCOCC1>[CH2:1]([O:3][C:4]([C:6]1[CH:7]=[N:8][N:9]([C:11]2[NH:15][C:14]3[CH:22]=[C:23]([S:30]([CH2:32][CH3:33])=[O:31])[C:24]([Cl:34])=[CH:25][C:13]=3[N:12]=2)[CH:10]=1)=[O:5])[CH3:2]. Procedure details: To a solution of 1-[1-(2-methoxy-ethoxymethyl)-6-ethylsulfinyl-5-trifluoromethyl-1H-benzoimidazol-2-yl]-1H-pyrazole-4-carboxylic acid ethyl ester (0.191 g, 0.420 mmol) in ethanol (2 mL) was added 4M HCl in dioxane (2 mL). The reaction mixture was stirred at 23° C. for 2 h. The resulting precipitate was collected and rinsed with diethyl ether to yield the titled compound (0.103 g, 67% yield). MS (ESI/CI): mass calcd. for C15H15ClN4O3S, 366.1; m/z found, 367.0 [M+H]+. 1H NMR (400 MHz, DMSO-d6): 9.... The reactants are COCCOCCOCCOCCOCCOCCOCCOCCOCCO (2,5,8,11,14,17,20,23,26-Nonaoxaoctacosan-28-ol), [H-].[Na+] (sodium hydride), O1CCCC1 (tetrahydrofuran), [OH-].[Na+] (Sodium hydroxide), BrCC(=O)OCC (ethyl bromoacetate). Solvent: C(C)O (Ethanol). Conditions: temperature 0 celsius, time 30 minute. The product is COCCOCCOCCOCCOCCOCCOCCOCCOCCOCC(=O)O (2,5,8,11,14,17,20,23,26,29-Decaoxahentriacontan-31-oic acid). Reaction SMILES: [CH3:1][O:2][CH2:3][CH2:4][O:5][CH2:6][CH2:7][O:8][CH2:9][CH2:10][O:11][CH2:12][CH2:13][O:14][CH2:15][CH2:16][O:17][CH2:18][CH2:19][O:20][CH2:21][CH2:22][O:23][CH2:24][CH2:25][O:26][CH2:27][CH2:28][OH:29].[H-].[Na+].BrC[C:34]([O:36]CC)=[O:35].[OH-].[Na+].O1CCC[CH2:42]1>C(O)C>[CH3:42][O:29][CH2:28][CH2:27][O:26][CH2:25][CH2:24][O:23][CH2:22][CH2:21][O:20][CH2:19][CH2:18][O:17][CH2:16][CH2:15][O:14][CH2:13][CH2:12][O:11][CH2:10][CH2:9][O:8][CH2:7][CH2:6][O:5][CH2:4][CH2:3][O:2][CH2:1][C:34]([OH:36])=[O:35] |f:1.2,4.5|. Procedure: To a stirred solution of the product of step (d) (20 g) in dry tetrahydrofuran (500 mL) at 0° C. was added sodium hydride (60% dispersion in mineral oil, 2.43 g) portionwise. The reaction was stirred at 0° C. for 30 minutes then ethyl bromoacetate (8.19 g) was added dropwise and the reaction was allowed to warm to 20° C. and stirred for a further 3 hours. Ethanol (100 mL) was then added and stirring was continued at 20° C. for 30 minutes. Sodium hydroxide solution (2M, 100 mL) was then added and... Reactants: [N+](=O)([O-])C1=C(C(=CC(=C1)[N+](=O)[O-])CC)O (2,4-Dinitro-6-ethylphenol), P(=O)(Cl)(Cl)Cl (phosphorous oxychloride). Yields the product ClC1=C(C=C(C=C1CC)[N+](=O)[O-])[N+](=O)[O-] (1-chloro-2,4-dinitro-6-ethylbenzene). Reaction SMILES: [N+:1]([C:4]1[CH:9]=[C:8]([N+:10]([O-:12])=[O:11])[CH:7]=[C:6]([CH2:13][CH3:14])[C:5]=1O)([O-:3])=[O:2].P(Cl)(Cl)([Cl:18])=O>>[Cl:18][C:5]1[C:6]([CH2:13][CH3:14])=[CH:7][C:8]([N+:10]([O-:12])=[O:11])=[CH:9][C:4]=1[N+:1]([O-:3])=[O:2]. Reported procedure: 2,4-Dinitro-6-ethylphenol (10 g) was placed in a 250 ml round bottom flask, and phosphorous oxychloride (60 ml, Fisher) was added. N,N-diethylamiline (15 ml, Aldrich) was added portionwise, and the mixture became hot. The flask was placed under a condenser equiped with a drying tube heated on a steam bath for two hours and cooled. The mixture was then carefully poured onto ice, with stirring and extracted with ethyl acetate. The ethyl acetate layer was washed with brine, dried over MgSO4 and eva... Starting materials: C[Si](C)(C)N[Si](C)(C)C (HMDS), C(C)(=O)O (acetic acid), C1(CCCC1)=O (Cyclopentanone), C(#N)CC(=O)OCC (ethyl cyanoacetate). Run in O (water). Run at temperature 70 celsius, time 8 hour. Product: C(#N)C(C(=O)OCC)=C1CCC1 (ethyl 2-cyano-2-cyclobutylideneacetate). Isolated yield 75.9%. Reaction SMILES: C[Si](N[Si](C)(C)C)(C)C.C(O)(=O)C.[C:14]1(=O)[CH2:18][CH2:17][CH2:16]C1.[C:20]([CH2:22][C:23]([O:25][CH2:26][CH3:27])=[O:24])#[N:21]>O>[C:20]([C:22](=[C:16]1[CH2:17][CH2:18][CH2:14]1)[C:23]([O:25][CH2:26][CH3:27])=[O:24])#[N:21]. Procedure: HMDS (69.6 g, 0.43 mol) was added dropwise to 350 mL of acetic acid at ambient temp over 5 minutes. Cyclopentanone (20.3 g, 0.29 mol) and ethyl cyanoacetate (65.0 g, 0.57 mol) were added in single portions to the resulting solution. The mixture was stirred at 70° C. overnight after which it was cooled to ambient temperature and the reacting mixture was poured into 600 mL of water, and extracted with ethyl acetate (500 mL×3). The combined organic layers were dried over Na2SO4, filtered, and conce... Reactants: ClC=1C=CC(=C(CCl)C1)C(F)(F)F (5-chloro-2-trifluoromethylbenzyl chloride), C1(CC1)CCNC(=O)C=1N=NC(=CC1)N1CCNCC1 (6-piperazin-1-yl-pyridazine-3-carboxylic acid (2-cyclopropylethyl)amide). Product: C1(CC1)CCNC(=O)C=1N=NC(=CC1)N1CCN(CC1)CC1=C(C=CC(=C1)Cl)C(F)(F)F (6-[4-(5-CHLORO-2-TRIFLUOROMETHYLBENZYL)PIPERAZIN-1-YL]PYRIDAZINE-3-CARBOXYLIC ACID (2-CYCLOPROPYLETHYL)AMIDE), solid. Isolated yield 48.0%. As a reaction SMILES: [Cl:1][C:2]1[CH:3]=[CH:4][C:5]([C:10]([F:13])([F:12])[F:11])=[C:6]([CH:9]=1)[CH2:7]Cl.[CH:14]1([CH2:17][CH2:18][NH:19][C:20]([C:22]2[N:23]=[N:24][C:25]([N:28]3[CH2:33][CH2:32][NH:31][CH2:30][CH2:29]3)=[CH:26][CH:27]=2)=[O:21])[CH2:16][CH2:15]1>>[CH:14]1([CH2:17][CH2:18][NH:19][C:20]([C:22]2[N:23]=[N:24][C:25]([N:28]3[CH2:33][CH2:32][N:31]([CH2:7][C:6]4[CH:9]=[C:2]([Cl:1])[CH:3]=[CH:4][C:5]=4[C:10]([F:13])([F:12])[F:11])[CH2:30][CH2:29]3)=[CH:26][CH:27]=2)=[O:21])[CH2:16][CH2:15]1. Procedure details: Following the procedure of Example 11, making variations only as required to use 5-chloro-2-trifluoromethylbenzyl chloride in place of 2-trifluoromethylbenzyl chloride to react with 6-piperazin-1-yl-pyridazine-3-carboxylic acid (2-cyclopropylethyl)amide, the title compound was obtained as a white solid (48% yield). 1H NMR (300 MHz, CDCl3) δ 7.96-8.05, 7.87, 7.58, 7.34, 6.97, 3.80, 3.70, 3.56, 2.64, 1.53, 1.51, 0.70-0.83, 0.43-0.51, 0.07-0.13. MS (ES+) m/z 468 (M+1).